From a dataset of the Open Reaction Database (ORD), a public repository of structured organic reaction records. describe an organic reaction: reactants, conditions, products, and yield Starting materials: N#N (N2), C1(=CC=CC=C1)P(C1=CC=CC=C1)C1=CC=CC=C1 (triphenyl phosphine), N(=NC(=O)OCC)C(=O)OCC (Diethyl azodicarboxylate), OC1=C(C=C(C=C1)[N+](=O)[O-])NC(OC(C)(C)C)=O (tert-butyl (2-hydroxy-5-nitrophenyl)carbamate), C(C1=CC=CC=C1)O (benzyl alcohol). Run in C(Cl)Cl (DCM), O (water), CCCCCC.C(C)(=O)OCC (hexane ethyl acetate), C(Cl)Cl (DCM). Run at temperature 0 celsius, time 24 hour. The product is C(C1=CC=CC=C1)OC1=C(C=C(C=C1)[N+](=O)[O-])NC(OC(C)(C)C)=O (tert-butyl (2-(benzyloxy)-5-nitrophenyl)carbamate). RXN SMILES: N#N.[OH:3][C:4]1[CH:9]=[CH:8][C:7]([N+:10]([O-:12])=[O:11])=[CH:6][C:5]=1[NH:13][C:14](=[O:20])[O:15][C:16]([CH3:19])([CH3:18])[CH3:17].[CH2:21](O)[C:22]1[CH:27]=[CH:26][CH:25]=[CH:24][CH:23]=1.C1(P(C2C=CC=CC=2)C2C=CC=CC=2)C=CC=CC=1.N(C(OCC)=O)=NC(OCC)=O>C(Cl)Cl.O.CCCCCC.C(OCC)(=O)C>[CH2:21]([O:3][C:4]1[CH:9]=[CH:8][C:7]([N+:10]([O-:12])=[O:11])=[CH:6][C:5]=1[NH:13][C:14](=[O:20])[O:15][C:16]([CH3:17])([CH3:19])[CH3:18])[C:22]1[CH:27]=[CH:26][CH:25]=[CH:24][CH:23]=1 |f:7.8|. Procedure: In a 50 mL 3-neck RBF equipped with N2-bubbler and thermo pocket, tert-butyl (2-hydroxy-5-nitrophenyl)carbamate (2.0 g), benzyl alcohol (1.02 g) and triphenyl phosphine (2.48 g) were taken in 10 mL DCM. The reaction mixture was cooled to 0° C. Diethyl azodicarboxylate (1.65 g) was dissolved in 10 mL DCM was added dropwise in the reaction. The reaction mixture was stirred at room temperature for 24 h. The reaction mixture was monitored on TLC using hexane:ethyl acetate (6:4) as mobile phase. Afte... Starting materials: COS(=O)(=O)OC, CC(C)=O, CO, ClCCl, N#C[Na], O, CN(C)c1cccn1CCCO. Product: N#CCc1cccn1CCCO. As a reaction SMILES: [CH3:1][O:2][S:3]([O:4][CH3:5])(=[O:6])=[O:7].[CH3:26][C:27](=[O:28])[CH3:29].[CH3:31][OH:32].[Cl:20][CH2:21][Cl:22].[Na:23][C:24]#[N:25].[OH2:30].[OH:8][CH2:9][CH2:10][CH2:11][n:12]1[c:13]([N:17]([CH3:18])[CH3:19])[cH:14][cH:15][cH:16]1>>[OH:8][CH2:9][CH2:10][CH2:11][n:12]1[c:13]([CH2:21][C:24]#[N:25])[cH:14][cH:15][cH:16]1. Reactants: C1CCOC1, Oc1ccc2cc(-c3ccc(O)c(Cl)c3)ccc2c1, O=C1CCC(=O)N1Cl. The product is Oc1ccc(-c2ccc3c(Cl)c(O)ccc3c2)cc1Cl. Reaction SMILES: [CH2:28]1[O:29][CH2:30][CH2:31][CH2:32]1.[Cl:1][c:2]1[cH:3][c:4](-[c:9]2[cH:10][c:11]3[cH:12][cH:13][c:14]([OH:19])[cH:15][c:16]3[cH:17][cH:18]2)[cH:5][cH:6][c:7]1[OH:8].[Cl:20][N:21]1[C:22](=[O:23])[CH2:24][CH2:25][C:26]1=[O:27]>>[Cl:1][c:2]1[cH:3][c:4](-[c:9]2[cH:10][c:11]3[cH:12][cH:13][c:14]([OH:19])[c:15]([Cl:20])[c:16]3[cH:17][cH:18]2)[cH:5][cH:6][c:7]1[OH:8]. The reactants are O=C([O-])[O-], CCO, Clc1nc2ccccc2o1, [K+], [K+], Nc1ccc(S)cc1. Product: Nc1ccc(Sc2nc3ccccc3o2)cc1. RXN SMILES: [C:19](=[O:20])([O-:21])[O-:22].[CH3:25][CH2:26][OH:27].[Cl:1][c:2]1[o:3][c:4]2[c:5]([n:6]1)[cH:7][cH:8][cH:9][cH:10]2.[K+:23].[K+:24].[NH2:11][c:12]1[cH:13][cH:14][c:15]([SH:18])[cH:16][cH:17]1>>[c:2]1([S:18][c:15]2[cH:14][cH:13][c:12]([NH2:11])[cH:17][cH:16]2)[o:3][c:4]2[c:5]([n:6]1)[cH:7][cH:8][cH:9][cH:10]2. Reactants: C(C#C)O (propargyl alcohol), [H-].[Na+] (sodium hydride), ClC1=NC(=NC(=C1)C)C1=NC(=CC=C1)CCC (4-chloro-6-methyl-2-(6-n-propyl-2-pyridinyl)pyrimidine), C(C#C)(=O)[O-].[Na+] (sodium propargylate). Run in O1CCCC1 (tetrahydrofuran), C(Cl)(Cl)Cl (chloroform). Reaction conditions: time 1 hour. Product: CC1=NC(=NC(=C1)OCC#C)C1=NC(=CC=C1)CCC (4-methyl-6-propargyloxy-2-(6-n-propyl-2-pyridinyl)pyrimidine). Isolated yield 83.0%. RXN SMILES: C(O)C#C.[H-].[Na+].[C:7]([O-:11])(=O)[C:8]#[CH:9].[Na+].Cl[C:14]1[CH:19]=[C:18]([CH3:20])[N:17]=[C:16]([C:21]2[CH:26]=[CH:25][CH:24]=[C:23]([CH2:27][CH2:28][CH3:29])[N:22]=2)[N:15]=1>O1CCCC1.C(Cl)(Cl)Cl>[CH3:20][C:18]1[CH:19]=[C:14]([O:11][CH2:7][C:8]#[CH:9])[N:15]=[C:16]([C:21]2[CH:26]=[CH:25][CH:24]=[C:23]([CH2:27][CH2:28][CH3:29])[N:22]=2)[N:17]=1 |f:1.2,3.4|. Reported procedure: To a solution of propargyl alcohol (0.82 g) in anhydrous tetrahydrofuran (80 ml) was added 60 % oily sodium hydride (0.58 g) to prepare sodium propargylate. To this solution was added at room temperature 4-chloro-6-methyl-2-(6-n-propyl-2-pyridinyl)pyrimidine (3 g). The mixture was stirred for one hour and then concentrated under reduced pressure. To the redidue obtained was added chloroform (100 ml). The mixture was washed twice with water (30 ml each) and dried over anhydrous magnesium sulfate,...